Dataset: the Open Reaction Database (ORD), a public repository of structured organic reaction records. Task: describe an organic reaction: reactants, conditions, products, and yield The reactants are C(CCC)N(C1=CC(=C(C=C1)C=CC1=CC=C(C=C1)CO)OC)CCCC ([4-[2-(4-dibutylamino-2-methoxyphenyl)vinyl]phenyl]methanol). The reagents and catalysts are [O-2].[O-2].[Mn+4] (manganese dioxide). The solvent is ClCCl (dichloromethane). Run at time 18 hour. Product: C(CCC)N(C1=CC(=C(C=C1)C=CC1=CC=C(C=O)C=C1)OC)CCCC (4-[2-(4-dibutylamino-2-methoxyphenyl) vinyl]benzaldehyde). Isolated yield 67.9%. Reaction SMILES: [CH2:1]([N:5]([CH2:24][CH2:25][CH2:26][CH3:27])[C:6]1[CH:11]=[CH:10][C:9]([CH:12]=[CH:13][C:14]2[CH:19]=[CH:18][C:17]([CH2:20][OH:21])=[CH:16][CH:15]=2)=[C:8]([O:22][CH3:23])[CH:7]=1)[CH2:2][CH2:3][CH3:4]>ClCCl.[O-2].[O-2].[Mn+4]>[CH2:24]([N:5]([CH2:1][CH2:2][CH2:3][CH3:4])[C:6]1[CH:11]=[CH:10][C:9]([CH:12]=[CH:13][C:14]2[CH:15]=[CH:16][C:17]([CH:20]=[O:21])=[CH:18][CH:19]=2)=[C:8]([O:22][CH3:23])[CH:7]=1)[CH2:25][CH2:26][CH3:27] |f:2.3.4|. Procedure details: In 60 ml of dichloromethane was dissolved 2.28 g (6.2 mmol) of [4-[2-(4-dibutylamino-2-methoxyphenyl)vinyl]phenyl]methanol, and 10.8 g of active manganese dioxide was added thereto. The mixture was stirred at room temperature for 18 hours. After the reaction mixture was filtrated and concentrated, the residue was dissolved in 170 ml of ether, 80 mg of iodine pieces were added thereto, and the mixture was stirred. The reaction mixture was washed with a 5% sodium bisulfite solution and then with a... The reactants are CC1=NC2=CC=CC=C2C=C1NC(OC1=CC=CC=C1)=S (Phenyl N-(2-methylquinolin-3-yl)thiocarbamate), COC=1C=C(C=C(C1)OC)N1CCNCC1 (1-(3,5-dimethoxyphenyl)piperazine), C1CCC2=NCCCN2CC1 (DBU). Solvent: O1CCCC1 (tetrahydrofuran). Reaction conditions: time 2 hour. The product is CC1=NC2=CC=CC=C2C=C1NC(=S)N1CCN(CC1)C1=CC(=CC(=C1)OC)OC (1-[(2-Methylquinolin-3-yl)aminothiocarbonyl]-4-(3,5-dimethoxyphenyl)piperazine). Isolated yield 86.0%. Reaction SMILES: [CH3:1][C:2]1[C:11]([NH:12][C:13](=[S:21])OC2C=CC=CC=2)=[CH:10][C:9]2[C:4](=[CH:5][CH:6]=[CH:7][CH:8]=2)[N:3]=1.[CH3:22][O:23][C:24]1[CH:25]=[C:26]([N:32]2[CH2:37][CH2:36][NH:35][CH2:34][CH2:33]2)[CH:27]=[C:28]([O:30][CH3:31])[CH:29]=1.C1CCN2C(=NCCC2)CC1>O1CCCC1>[CH3:1][C:2]1[C:11]([NH:12][C:13]([N:35]2[CH2:34][CH2:33][N:32]([C:26]3[CH:25]=[C:24]([O:23][CH3:22])[CH:29]=[C:28]([O:30][CH3:31])[CH:27]=3)[CH2:37][CH2:36]2)=[S:21])=[CH:10][C:9]2[C:4](=[CH:5][CH:6]=[CH:7][CH:8]=2)[N:3]=1. Procedure details: Phenyl N-(2-methylquinolin-3-yl)thiocarbamate(147 mg, 0.5 mmol) and 1-(3,5-dimethoxyphenyl)piperazine(112 mg, 0.5 mmol) were dissolved in anhydrous tetrahydrofuran and DBU(117 mg, 0.75 mmol) was added and then the mixture was stirred at room temperature for 2 hrs. The above solution was concentrated under the reduced pressure to remove tetrahydrofuran and purified by column chromatography(ethylacetate:hexane=1:2) to obtain the titled compound. Run in CO (methanol), O (water), CO (methanol), C(C)(=O)O (acetic acid), O (water). Conditions: temperature 50 celsius, time 15 minute. Procedure: 1.5 g (8.3 mmol) of ethyl 2,3-diaminobenzoate and 1.1 ml of concentrated acetic acid were dissolved in 50 ml of methanol. 1.6 g (10.8 mmol) of 4-nitrobenzaldehyde, dissolved in 150 ml of methanol, were then added dropwise over a period of 30 minutes. 2.2 g (10.8 mmol) of copper(II) acetate, dissolved in 100 ml of warm water, were then rapidly added dropwise, and the entire mixture was subsequently refluxed for 20 minutes. The reaction solution was cooled to 50° C. and 3 ml of 32% strength hydroc... Reagents/catalysts: C(C)(=O)[O-].[Cu+2].C(C)(=O)[O-] (copper(II) acetate). The reactants are [N+](=O)([O-])C1=CC=C(C=O)C=C1 (4-nitrobenzaldehyde), NC1=C(C(=O)OCC)C=CC=C1N (ethyl 2,3-diaminobenzoate), ice water, Cl (hydrochloric acid), O.[S-2].[Na+].[Na+] (sodium sulfide hydrate). Yields the product [N+](=O)([O-])C1=CC=C(C=C1)C=1NC2=C(N1)C=CC=C2C(=O)OCC (Ethyl 2-(4-nitrophenyl)benzimidazole-4-carboxylate). RXN SMILES: [NH2:1][C:2]1[C:12]([NH2:13])=[CH:11][CH:10]=[CH:9][C:3]=1[C:4]([O:6][CH2:7][CH3:8])=[O:5].[N+:14]([C:17]1[CH:24]=[CH:23][C:20]([CH:21]=O)=[CH:19][CH:18]=1)([O-:16])=[O:15].Cl.O.[S-2].[Na+].[Na+]>CO.O.C([O-])(=O)C.[Cu+2].C([O-])(=O)C.C(O)(=O)C>[N+:14]([C:17]1[CH:24]=[CH:23][C:20]([C:21]2[NH:1][C:2]3[C:3]([C:4]([O:6][CH2:7][CH3:8])=[O:5])=[CH:9][CH:10]=[CH:11][C:12]=3[N:13]=2)=[CH:19][CH:18]=1)([O-:16])=[O:15] |f:3.4.5.6,9.10.11|. Starting materials: CC1=CC2=C(N(C(O2)=O)C2CCNCC2)C=C1 (4-(6-methyl-2-oxo-3-benzoxazolinyl)-piperidine), BrCCCCN1S(C2=C(C1=O)C=C(C=C2)[N+](=O)[O-])(=O)=O (2-(4-bromobutyl)-1,1-dioxido-5-nitro-1,2-benzisothiazol-3(2H)-one), Cl (HCl). The product is O=S1(N(C(C2=C1C=CC(=C2)[N+](=O)[O-])=O)CCCCN2CCC(CC2)N2C(OC1=C2C=CC(=C1)C)=O)=O (1,1-Dioxido-2-(4-(4-(6-methyl-2-oxo-3-benzoxazolinyl)-piperidin-1-yl)-butyl)-5-nitro-1,2-benzisothiazol-3(2H)-one). As a reaction SMILES: [CH3:1][C:2]1[CH:17]=[CH:16][C:5]2[N:6]([CH:10]3[CH2:15][CH2:14][NH:13][CH2:12][CH2:11]3)[C:7](=[O:9])[O:8][C:4]=2[CH:3]=1.Br[CH2:19][CH2:20][CH2:21][CH2:22][N:23]1[C:27](=[O:28])[C:26]2[CH:29]=[C:30]([N+:33]([O-:35])=[O:34])[CH:31]=[CH:32][C:25]=2[S:24]1(=[O:37])=[O:36].Cl>>[O:37]=[S:24]1(=[O:36])[C:25]2[CH:32]=[CH:31][C:30]([N+:33]([O-:35])=[O:34])=[CH:29][C:26]=2[C:27](=[O:28])[N:23]1[CH2:22][CH2:21][CH2:20][CH2:19][N:13]1[CH2:12][CH2:11][CH:10]([N:6]2[C:5]3[CH:16]=[CH:17][C:2]([CH3:1])=[CH:3][C:4]=3[O:8][C:7]2=[O:9])[CH2:15][CH2:14]1. Procedure details: From 4-(6-methyl-2-oxo-3-benzoxazolinyl)-piperidine and 2-(4-bromobutyl)-1,1-dioxido-5-nitro-1,2-benzisothiazol-3(2H)-one using the procedure described for Example 15, Step 5 there was obtained a white solid:1H NMR, HCl salt, (400 MHz, CDCl3): 8.87 (d, J=2.0 Hz, 1H), 8.74 (d, J=2.18 Hz, 1H), 8.72 (d, J=1.8 Hz, 1H), 8.14 (d, J=8.4 Hz, 1H), 7.11 (d, J=6.54 Hz, 1H), 7.03 (s, 1H), 6.94 (d, J=8.06 Hz, 1H), 4.18 (m, 1H), 3.89 (t, J=7.39 Hz, 2H), 3.06 (d, J=10.07 Hz, 2H), 2.46 (m, 2H), 2.38 (s, 3H), 2....